From a dataset of the Open Reaction Database (ORD), a public repository of structured organic reaction records. describe an organic reaction: reactants, conditions, products, and yield Starting materials: OC1=C(N)C=CC(=C1)[N+](=O)[O-] (2-hydroxy 4-nitro aniline), BrC1=CC=C(C=C1)N=C=O (4-bromo phenyl isocyanate). Yields the product OC1=C(C=CC(=C1)[N+](=O)[O-])NC(=O)NC1=CC=C(C=C1)Br (N-(2-hydroxy-4-nitrophenyl)-N′-(4-bromophenyl)urea). Yield: 35.9%. RXN SMILES: [OH:1][C:2]1[CH:8]=[C:7]([N+:9]([O-:11])=[O:10])[CH:6]=[CH:5][C:3]=1[NH2:4].[Br:12][C:13]1[CH:18]=[CH:17][C:16]([N:19]=[C:20]=[O:21])=[CH:15][CH:14]=1>>[OH:1][C:2]1[CH:8]=[C:7]([N+:9]([O-:11])=[O:10])[CH:6]=[CH:5][C:3]=1[NH:4][C:20]([NH:19][C:16]1[CH:17]=[CH:18][C:13]([Br:12])=[CH:14][CH:15]=1)=[O:21]. Reported procedure: N-(2-Hydroxy-4-nitrophenyl)-N′-(4-bromo phenyl)urea was prepared from 2-hydroxy 4-nitro aniline (500 mg, 3.24 mmol) and 4-bromo phenyl isocyanate (3.24 mmol) according to the procedure in General Method B. The product was purified by dilution with methylene chloride and precipitation with hexanes. Filtering afforded ihe title compound (0.41 g, 37%). EI-MS m/z 352 (M+H)+ Procedure details: To a stirred solution of tert-butyl 4-[2-amino-6-[2-(cyclopropylmethoxy)-6-hydroxyphenyl]-3-(1H-imidazol-1-ylmethyl)-4-pyridinyl]-1-piperidinecarboxylate (0.260 g, 0.500 mmol) in 1,4-dioxane (10 mL) was added 4N HCl in dioxane (10 mL). The mixture was stirred at room temperature for 2 hrs. The resulting precipitate was collected by filtration, washed with acetonitrile, and dried under reduced pressure to give 2-[6-amino-5-(1H-imidazol-1-ylmethyl)-4-(4-piperidinyl)-2-pyridinyl]-3-(cyclopropylmeth... The reactants are NC1=NC(=CC(=C1CN1C=NC=C1)C1CCN(CC1)C(=O)OC(C)(C)C)C1=C(C=CC=C1O)OCC1CC1 (tert-butyl 4-[2-amino-6-[2-(cyclopropylmethoxy)-6-hydroxyphenyl]-3-(1H-imidazol-1-ylmethyl)-4-pyridinyl]-1-piperidinecarboxylate), Cl (HCl). As a reaction SMILES: [NH2:1][C:2]1[C:7]([CH2:8][N:9]2[CH:13]=[CH:12][N:11]=[CH:10]2)=[C:6]([CH:14]2[CH2:19][CH2:18][N:17](C(OC(C)(C)C)=O)[CH2:16][CH2:15]2)[CH:5]=[C:4]([C:27]2[C:32]([OH:33])=[CH:31][CH:30]=[CH:29][C:28]=2[O:34][CH2:35][CH:36]2[CH2:38][CH2:37]2)[N:3]=1.[ClH:39]>O1CCOCC1>[ClH:39].[NH2:1][C:2]1[N:3]=[C:4]([C:27]2[C:28]([O:34][CH2:35][CH:36]3[CH2:37][CH2:38]3)=[CH:29][CH:30]=[CH:31][C:32]=2[OH:33])[CH:5]=[C:6]([CH:14]2[CH2:19][CH2:18][NH:17][CH2:16][CH2:15]2)[C:7]=1[CH2:8][N:9]1[CH:13]=[CH:12][N:11]=[CH:10]1 |f:3.4|. The solvent is O1CCOCC1 (1,4-dioxane), O1CCOCC1 (dioxane). Yields the product Cl.NC1=C(C(=CC(=N1)C1=C(C=CC=C1OCC1CC1)O)C1CCNCC1)CN1C=NC=C1 (2-[6-amino-5-(1H-imidazol-1-ylmethyl)-4-(4-piperidinyl)-2-pyridinyl]-3-(cyclopropylmethoxy)phenol hydrochloride). Reaction conditions: time 2 hour. Reactants: C(=O)(Cl)Cl (phosgene), N1=CC=CC=C1 (pyridine), N[C@H](C(=O)OC)CC(CC1=CC=CC=C1)(F)F (methyl (S)-2-amino-4,4-difluoro-5-phenylpentanoate). Run in C1(=CC=CC=C1)C (toluene), ClCCl (dichloromethane), C1(=CC=CC=C1)C (toluene). Reaction conditions: temperature 5 celsius, time 10 minute. The product is FC(C[C@@H](C(=O)OC)N=C=O)(CC1=CC=CC=C1)F (methyl (S)-4,4-difluoro-2-isocyanato-5-phenylpentanoate). Reaction SMILES: [NH2:1][C@@H:2]([CH2:7][C:8]([F:17])([F:16])[CH2:9][C:10]1[CH:15]=[CH:14][CH:13]=[CH:12][CH:11]=1)[C:3]([O:5][CH3:6])=[O:4].N1C=CC=CC=1.[C:24](Cl)(Cl)=[O:25]>ClCCl.C1(C)C=CC=CC=1>[F:17][C:8]([F:16])([CH2:9][C:10]1[CH:15]=[CH:14][CH:13]=[CH:12][CH:11]=1)[CH2:7][C@H:2]([N:1]=[C:24]=[O:25])[C:3]([O:5][CH3:6])=[O:4]. Procedure: 817 mg of methyl (S)-2-amino-4,4-difluoro-5-phenylpentanoate (3.36 mmol) were dissolved in 20 ml of dichloromethane, admixed with 1.08 ml of pyridine (4 eq.) and cooled to approx. 5° C. (ice bath). After 10 min, 2.3 ml (1.3 eq.) of a 20% phosgene solution in toluene were added dropwise. The resulting suspension was stirred with ice bath cooling for 4 h and then concentrated under reduced pressure. The residue thus obtained was taken up in toluene and filtered. After the solvent had been removed ... Reactants: 2C, C1(CC1)CCN1C(C(C2=CC=CC=C12)(C1=CC2=C(OCO2)C=C1O)O)=O (1-(2-cyclopropylethyl)-3-hydroxy-3-(6-hydroxy-1,3-benzodioxol-5-yl)-1,3-dihydro-2H-indol-2-one), O1COC2=C1C=CC(=C2)C2(C(N(C1=CC=CC=C21)CCCCC)=O)O (3-(1,3-benzodioxol-5-yl)-3-hydroxy-1-pentyl-1,3-dihydro-2H-indol-2-one). The product is O1COC2=C1C=CC(=C2)C2C(N(C1=CC=CC=C21)CCCCC)=O (3-(1,3-benzodioxol-5-yl)-1-pentyl-1,3-dihydro-2H-indol-2-one). RXN SMILES: [CH:1]1([CH2:4][CH2:5][N:6]2[C:14]3[C:9](=[CH:10][CH:11]=[CH:12][CH:13]=3)[C:8](O)([C:15]3[C:23](O)=[CH:22][C:18]4[O:19][CH2:20][O:21][C:17]=4[CH:16]=3)[C:7]2=[O:26])[CH2:3][CH2:2]1.O1C2C=CC(C3(O)C4C(=CC=CC=4)N(CCCCC)C3=O)=CC=2OC1>>[O:19]1[C:18]2[CH:22]=[CH:23][C:15]([CH:8]3[C:9]4[C:14](=[CH:13][CH:12]=[CH:11][CH:10]=4)[N:6]([CH2:5][CH2:4][CH2:1][CH2:2][CH3:3])[C:7]3=[O:26])=[CH:16][C:17]=2[O:21][CH2:20]1. Procedure details: Following the procedure as described in PREPARATION 2C, and making non-critical variations to replace 1-(2-cyclopropylethyl)-3-hydroxy-3-(6-hydroxy-1,3-benzodioxol-5-yl)-1,3-dihydro-2H-indol-2-one with 3-(1,3-benzodioxol-5-yl)-3-hydroxy-1-pentyl-1,3-dihydro-2H-indol-2-one, the title compound was obtained (90%) as an oil: 1H NMR (300 MHz, CDCl3) δ 7.30 (td, 1H), 7.14 (d, 1H), 7.03 (td, 1H), 6.89 (d, 1H), 6.75 (d, 1H), 6.67 (dd, 1H), 6.57 (d, 1H), 5.90 (s, 2H), 4.50 (s, 1H), 3.81-3.62 (m, 2H), 1.7... The product is CCCc1cc(C(=O)OCC)ccc1O. Reaction SMILES: [CH2:1]([CH3:2])[O:3][C:4]([c:5]1[cH:6][c:7]([CH2:12][CH:13]=[CH2:14])[c:8]([OH:11])[cH:9][cH:10]1)=[O:15].[CH3:18][CH2:19][OH:20].[H:16][H:17]>>[CH2:1]([CH3:2])[O:3][C:4]([c:5]1[cH:6][c:7]([CH2:12][CH2:13][CH3:14])[c:8]([OH:11])[cH:9][cH:10]1)=[O:15]. The reactants are C=CCc1cc(C(=O)OCC)ccc1O, CCO, [H][H]. The reactants are C(C)(=O)O (acetic acid), C(C)(=O)OCCN(C1=CC=C(C=O)C=C1)CCOC(C)=O (4-di-(2-acetoxyethyl) aminobenzaldehyde), C[O-].[Na+] (sodium methanolate). The solvent is CN(C=O)C (dimethyl formamide), CO (methanol). Conditions: time 30 minute. Product: OCCN(C1=CC=C(C=O)C=C1)CCO (4-di(2-hydroxyethyl)aminobenzaldehyde). The yield is 74.6%. Reaction SMILES: C([O:4][CH2:5][CH2:6][N:7]([CH2:16][CH2:17][O:18]C(=O)C)[C:8]1[CH:15]=[CH:14][C:11]([CH:12]=[O:13])=[CH:10][CH:9]=1)(=O)C.C[O-].[Na+].C(O)(=O)C>CN(C)C=O.CO>[OH:4][CH2:5][CH2:6][N:7]([CH2:16][CH2:17][OH:18])[C:8]1[CH:15]=[CH:14][C:11]([CH:12]=[O:13])=[CH:10][CH:9]=1 |f:1.2|. Reported procedure: To a solution of 293 g of 4-di-(2-acetoxyethyl) aminobenzaldehyde (see under Example 2b) in 500 ml of dimethyl formamide was added a solution of 54 g of sodium methanolate in 500 ml of methanol. After stirring for 30 minutes at room temperature the reaction mixture was neutralized with acetic acid and concentrated to a small volume. The residue was taken up in 500 ml of water and 500 ml of ethyl acetate. The water layer was separated and extracted six times, each time with a portion of 500 ml of... The reactants are ice water, BrC1=CC=C(C=C1)[C@H]1[C@@H](C1)NCC(=O)N (2-((trans)-2-(4-bromophenyl)cyclopropylamino)acetamide), FC(C=1C=C(C=CC1)B(O)O)(F)F (3-trifluoro methyl benzene boronic acid), C(=O)([O-])[O-].[K+].[K+] (K2CO3). Reagents/catalysts: C=1C=CC(=CC1)[P](C=2C=CC=CC2)(C=3C=CC=CC3)[Pd]([P](C=4C=CC=CC4)(C=5C=CC=CC5)C=6C=CC=CC6)([P](C=7C=CC=CC7)(C=8C=CC=CC8)C=9C=CC=CC9)[P](C=1C=CC=CC1)(C=1C=CC=CC1)C=1C=CC=CC1 (Pd(PPh3)4). The solvent is CC#N.O (CH3CN H2O). Reaction conditions: time 2 hour. The product is FC(C=1C=C(C=CC1)C1=CC=C(C=C1)[C@H]1[C@@H](C1)NCC(=O)N)(F)F (2-((trans)-2-(3′-(trifluoromethyl)biphenyl-4-yl)cyclopropylamino)acetamide). The yield is 80.8%. RXN SMILES: Br[C:2]1[CH:7]=[CH:6][C:5]([C@@H:8]2[CH2:10][C@H:9]2[NH:11][CH2:12][C:13]([NH2:15])=[O:14])=[CH:4][CH:3]=1.[F:16][C:17]([F:28])([F:27])[C:18]1[CH:19]=[C:20](B(O)O)[CH:21]=[CH:22][CH:23]=1.C([O-])([O-])=O.[K+].[K+]>CC#N.O.C1C=CC([P]([Pd]([P](C2C=CC=CC=2)(C2C=CC=CC=2)C2C=CC=CC=2)([P](C2C=CC=CC=2)(C2C=CC=CC=2)C2C=CC=CC=2)[P](C2C=CC=CC=2)(C2C=CC=CC=2)C2C=CC=CC=2)(C2C=CC=CC=2)C2C=CC=CC=2)=CC=1>[F:16][C:17]([F:28])([F:27])[C:18]1[CH:23]=[C:22]([C:2]2[CH:7]=[CH:6][C:5]([C@@H:8]3[CH2:10][C@H:9]3[NH:11][CH2:12][C:13]([NH2:15])=[O:14])=[CH:4][CH:3]=2)[CH:21]=[CH:20][CH:19]=1 |f:2.3.4,5.6,^1:42,44,63,82|. Procedure details: A solution of 2-((trans)-2-(4-bromophenyl)cyclopropylamino)acetamide (100 mg, 0.37 mmol, 1 equiv), 3-trifluoro methyl benzene boronic acid (84 mg, 0.44 mmol 1.2 equiv), K2CO3 (152 mg, 1.11 mmol, 3 equiv) in CH3CN+H2O (4:1) (2 mL) was degassed for 30 min with Argon gas, then Pd(PPh3)4 (0.1 equiv) was added and the reaction mixture was heated at reflux temp. for 2 h. After completion, the reaction mixture was poured into ice water (10 mL), extracted with EtOAc (2×10 mL). The combined extracts were...